Dataset: the Open Reaction Database (ORD), a public repository of structured organic reaction records. Task: describe an organic reaction: reactants, conditions, products, and yield Product: C(C=CC)C1C(C2=CC(=C(C=C2C1)OC)OC)=O ((RS)-2-(2-buten-1-yl)-5,6-dimethoxy-1-indanone). Reactants: COC=1C=C2CCC(C2=CC1OC)=O (5,6-dimethoxy-1-indanone), CC(C=C)O (3-buten-2-ol). The solvent is C1(=CC=CC=C1)C (toluene), COC(C)(C)OC (2,2-dimethoxypropane). Procedure: A solution of 20 g of 5,6-dimethoxy-1-indanone, 21.5 ml (0.25 mol) of 3-buten-2-ol and 200 mg of p-toluenesulfonic acid in 21.5 ml of 2,2-dimethoxypropane and 200 ml of anhydrous toluene was boiled under reflux for 24 hours. The reaction mixture was subsequently concentrated in a vacuum and purified by column chromatography on silica gel (hexane/ethyl acetate 3:2). 6.8 g (27%) of (RS)-2-(2-buten-1-yl)-5,6-dimethoxy-1-indanone were obtained as a yellow oil. As a reaction SMILES: [CH3:1][O:2][C:3]1[CH:4]=[C:5]2[C:9](=[CH:10][C:11]=1[O:12][CH3:13])[C:8](=[O:14])[CH2:7][CH2:6]2.[CH3:15][CH:16](O)[CH:17]=[CH2:18]>COC(OC)(C)C.C1(C)C=CC=CC=1.C1(C)C=CC(S(O)(=O)=O)=CC=1>[CH2:15]([CH:7]1[CH2:6][C:5]2[C:9](=[CH:10][C:11]([O:12][CH3:13])=[C:3]([O:2][CH3:1])[CH:4]=2)[C:8]1=[O:14])[CH:16]=[CH:17][CH3:18]. Yield: 26.5%. Reagents/catalysts: C1(=CC=C(C=C1)S(=O)(=O)O)C (p-toluenesulfonic acid).